This data is from the Open Reaction Database (ORD), a public repository of structured organic reaction records. The task is: describe an organic reaction: reactants, conditions, products, and yield Reactants: OCC(O)CCl, [H][H], [I-], [Na+], CN(C)C=O, Sc1nc2ccccc2s1. Product: OCC(O)CSc1nc2ccccc2s1. As a reaction SMILES: [Cl:13][CH2:14][CH:15]([CH2:16][OH:17])[OH:18].[H:11][H:12].[I-:20].[Na+:19].[O:21]=[CH:22][N:23]([CH3:24])[CH3:25].[SH:1][c:2]1[s:3][c:4]2[c:5]([n:6]1)[cH:7][cH:8][cH:9][cH:10]2>>[S:1]([c:2]1[s:3][c:4]2[c:5]([n:6]1)[cH:7][cH:8][cH:9][cH:10]2)[CH2:14][CH:15]([CH2:16][OH:17])[OH:18].